Dataset: the Open Reaction Database (ORD), a public repository of structured organic reaction records. Task: describe an organic reaction: reactants, conditions, products, and yield Reactants: C1(=CC=CC=C1)N1C=NC(=C1)CC#N ((1-phenyl-1H-imidazol-4-yl)acetonitrile), C(Cl)[C@@H]1CO1 ((S)-epichlorohydrin), [OH-].[K+] (potassium hydroxide), [OH-].[K+] (potassium hydroxide), C[Si](C)(C)[N-][Si](C)(C)C.[Na+] (sodium bis(trimethylsilyl)amide), C1(=CC=CC=C1)N1C=NC(=C1)CC#N ((1-phenyl-1H-imidazol-4-yl)acetonitrile). Run in C1(=CC=CC=C1)C (toluene), O1CCCC1 (tetrahydrofuran), C(C)O (ethanol), O (water), C(C)O (ethanol), O1CCCC1 (tetrahydrofuran). Conditions: temperature 0 celsius, time 30 minute. The product is C1(=CC=CC=C1)N1C=NC(=C1)[C@@]12C(OC[C@H]2C1)=O ((1R,5S)-1-(1-Phenyl-1H-imidazol-4-yl)-3-oxabicyclo[3.1.0]hexan-2-one). As a reaction SMILES: C[Si]([N-][Si](C)(C)C)(C)C.[Na+].[C:11]1([N:17]2[CH:21]=[C:20]([CH2:22][C:23]#N)[N:19]=[CH:18]2)[CH:16]=[CH:15][CH:14]=[CH:13][CH:12]=1.[CH2:25]([C@H:27]1[O:29][CH2:28]1)Cl.[OH-:30].[K+]>C1(C)C=CC=CC=1.O1CCCC1.O.C(O)C>[C:11]1([N:17]2[CH:21]=[C:20]([C@@:22]34[CH2:23][C@@H:25]3[CH2:27][O:29][C:28]4=[O:30])[N:19]=[CH:18]2)[CH:12]=[CH:13][CH:14]=[CH:15][CH:16]=1 |f:0.1,4.5|. Procedure: A solution of sodium bis(trimethylsilyl)amide in tetrahydrofuran (1.9 M, 432 mL, 820 mmol) was slowly added to a solution of (1-phenyl-1H-imidazol-4-yl)acetonitrile (60.1 g, 328 mmol) obtained in Reference Example 21 in toluene (1500 mL) with stirring at 0° C. The mixture was stirred at 0° C. for 45 minutes. Then, a solution of (S)-epichlorohydrin (40.7 g, 427 mmol) in tetrahydrofuran (100 mL) was added dropwise thereto over 30 minutes, and the mixture was stirred at 0° C. for 1.5 hours. The rea... Reactants: O1C(OCCC1)C1=CC=C(C=C1)C(CCN(C(OC(C)(C)C)=O)[C@@H](C)C1=CC=C(C=C1)OC)(C)O (tert-butyl 3-(4-(1,3-dioxan-2-yl)phenyl)-3-hydroxybutyl((S)-1-(4-methoxyphenyl)ethyl)carbamate), [H-].[Na+] (NaH). The solvent is C1CCOC1 (THF). Yields the product O1C(OCCC1)C1=CC=C(C=C1)C1(CCN(C(O1)=O)[C@@H](C)C1=CC=C(C=C1)OC)C (6-(4-(1,3-dioxan-2-yl)phenyl)-3-((S)-1-(4-methoxyphenyl)ethyl)-6-methyl-1,3-oxazinan-2-one). Reaction SMILES: [O:1]1[CH2:6][CH2:5][CH2:4][O:3][CH:2]1[C:7]1[CH:12]=[CH:11][C:10]([C:13]([OH:35])([CH3:34])[CH2:14][CH2:15][N:16]([C@H:24]([C:26]2[CH:31]=[CH:30][C:29]([O:32][CH3:33])=[CH:28][CH:27]=2)[CH3:25])[C:17](=O)[O:18]C(C)(C)C)=[CH:9][CH:8]=1.[H-].[Na+]>C1COCC1>[O:1]1[CH2:6][CH2:5][CH2:4][O:3][CH:2]1[C:7]1[CH:8]=[CH:9][C:10]([C:13]2([CH3:34])[O:35][C:17](=[O:18])[N:16]([C@H:24]([C:26]3[CH:31]=[CH:30][C:29]([O:32][CH3:33])=[CH:28][CH:27]=3)[CH3:25])[CH2:15][CH2:14]2)=[CH:11][CH:12]=1 |f:1.2|. Procedure details: A mixture of tert-butyl 3-(4-(1,3-dioxan-2-yl)phenyl)-3-hydroxybutyl((S)-1-(4-methoxyphenyl)ethyl)carbamate, obtained as described above, and 1.340 g of 60% NaH in THF (10 mL) was heated to reflux for 24 h. The reaction was then quenched with 1.5 mL of H2O, diluted with CH2Cl2, dried over Na2SO4. Removal of the solvent afforded crude 6-(4-(1,3-dioxan-2-yl)phenyl)-3-((S)-1-(4-methoxyphenyl)ethyl)-6-methyl-1,3-oxazinan-2-one. LC-MS Method 1 tR=1.65, 1.69 min, m/z=412 (MH+). The reactants are CCC12CC(O)C(O)(c3ccccc3)CC1CCc1cc(O)ccc12, Cc1ncccc1CCl, Cl. The product is CCC12CC(O)C(O)(c3ccccc3)CC1CCc1cc(OCc3cccnc3C)ccc12. RXN SMILES: [CH2:1]([CH3:2])[C:3]12[CH2:4][CH:5]([OH:25])[C:6]([OH:18])([c:19]3[cH:20][cH:21][cH:22][cH:23][cH:24]3)[CH2:7][CH:8]1[CH2:9][CH2:10][c:11]1[cH:12][c:13]([OH:17])[cH:14][cH:15][c:16]12.[Cl:27][CH2:28][c:29]1[c:30]([CH3:35])[n:31][cH:32][cH:33][cH:34]1.[ClH:26]>>[CH2:1]([CH3:2])[C:3]12[CH2:4][CH:5]([OH:25])[C:6]([OH:18])([c:19]3[cH:20][cH:21][cH:22][cH:23][cH:24]3)[CH2:7][CH:8]1[CH2:9][CH2:10][c:11]1[cH:12][c:13]([O:17][CH2:28][c:29]3[c:30]([CH3:35])[n:31][cH:32][cH:33][cH:34]3)[cH:14][cH:15][c:16]12. Reactants: [OH-].[Na+] (sodium hydroxide), C(C1=CC=CC=C1)OC=1C=C(C=CC1)\C(=C/C(=O)OCC)\C (ethyl 3-(3-benzyloxyphenyl)crotonate), [H-].[Al+3].[Li+].[H-].[H-].[H-] (lithium aluminum hydride), [Cl-].[Al+3].[Cl-].[Cl-] (Aluminum chloride). Solvent: O (water), O (Water), CCOCC (ether), CCOCC (ether). Product: C(C1=CC=CC=C1)OC=1C=C(C=CC1)C(CCO)C (3-(3-Benzyloxyphenyl)-1-butanol). Reaction SMILES: [CH2:1]([O:8][C:9]1[CH:10]=[C:11](/[C:15](/[CH3:22])=[CH:16]\[C:17](OCC)=[O:18])[CH:12]=[CH:13][CH:14]=1)[C:2]1[CH:7]=[CH:6][CH:5]=[CH:4][CH:3]=1.[H-].[Al+3].[Li+].[H-].[H-].[H-].[Cl-].[Al+3].[Cl-].[Cl-].[OH-].[Na+]>CCOCC.O>[CH2:1]([O:8][C:9]1[CH:10]=[C:11]([CH:15]([CH3:22])[CH2:16][CH2:17][OH:18])[CH:12]=[CH:13][CH:14]=1)[C:2]1[CH:3]=[CH:4][CH:5]=[CH:6][CH:7]=1 |f:1.2.3.4.5.6,7.8.9.10,11.12|. Procedure: A solution of ethyl 3-(3-benzyloxyphenyl)crotonate (17.7 g., 60 mM) in ether (250 ml.) is added to a mixture of lithium aluminum hydride (3.42 g., 90 mM) and ether (250 ml.). Aluminum chloride (0.18 g., 1.35 mM) is added and the mixture refluxed for 12 hours and then cooled. Water (3.4 ml.), sodium hydroxide (3.4 ml. of 6 N) and water (10 ml.) are then added successively to the reaction mixture. The inorganic salts which precipitate are filtered off and the filtrate is then concentrated in vacuo... The reactants are O1CCOC=2C=NC(=CC21)CN(C(OC(C)(C)C)=O)C2CCN(CC2)CCN2C(C=CC1=NC=C(C=C21)C(F)(F)F)=O (tert-butyl (2,3-dihydro(1,4)dioxino(2,3-c)pyridin-7-ylmethyl)(1-(2-(2-oxo-7-(trifluoromethyl)-1,5-naphthyridin-1(2H)-yl)ethyl)piperidin-4-yl)carbamate), Cl (hydrochloric acid). Run in C(C)(C)O (isopropyl alcohol). Conditions: time 30 minute. Yields the product Cl.O1CCOC=2C=NC(=CC21)CNC2CCN(CC2)CCN2C(C=CC1=NC=C(C=C21)C(F)(F)F)=O (1-(2-(4-((2,3-dihydro(1,4)dioxino(2,3-c)pyridin-7-ylmethyl)amino)piperidin-1-yl)ethyl)-7-(trifluoromethyl)-1,5-naphthyridin-2(1H)-one hydrochloride). As a reaction SMILES: [O:1]1[C:10]2[CH:9]=[C:8]([CH2:11][N:12]([CH:20]3[CH2:25][CH2:24][N:23]([CH2:26][CH2:27][N:28]4[C:37]5[C:32](=[N:33][CH:34]=[C:35]([C:38]([F:41])([F:40])[F:39])[CH:36]=5)[CH:31]=[CH:30][C:29]4=[O:42])[CH2:22][CH2:21]3)C(=O)OC(C)(C)C)[N:7]=[CH:6][C:5]=2[O:4][CH2:3][CH2:2]1.[ClH:43]>C(O)(C)C>[ClH:43].[O:1]1[C:10]2[CH:9]=[C:8]([CH2:11][NH:12][CH:20]3[CH2:25][CH2:24][N:23]([CH2:26][CH2:27][N:28]4[C:37]5[C:32](=[N:33][CH:34]=[C:35]([C:38]([F:41])([F:39])[F:40])[CH:36]=5)[CH:31]=[CH:30][C:29]4=[O:42])[CH2:22][CH2:21]3)[N:7]=[CH:6][C:5]=2[O:4][CH2:3][CH2:2]1 |f:3.4|. Procedure: To a solution of 80 mg of tert-butyl (2,3-dihydro(1,4)dioxino(2,3-c)pyridin-7-ylmethyl)(1-(2-(2-oxo-7-(trifluoromethyl)-1,5-naphthyridin-1(2H)-yl)ethyl)piperidin-4-yl)carbamate in 1.4 mL of isopropyl alcohol, 57 μL of concentrated hydrochloric acid was added, and the mixture was heated under reflux while stirring for 1 hour 30 minutes. The reaction mixture was cooled to room temperature, and the solid was filtered off to obtain 70 mg of 1-(2-(4-((2,3-dihydro(1,4)dioxino(2,3-c)pyridin-7-ylmethyl)... Starting materials: [OH-].[Na+] (NaOH), ClC=1C(=C(N)C=CC1)F (3-chloro-2-fluoroaniline), C(\C=C\C1=CC=CC=C1)=O (trans-cinnamaldehyde), Cl (HCl). Run in C1(=CC=CC=C1)C (toluene). Yields the product ClC1=CC=C2C=CC(=NC2=C1F)C1=CC=CC=C1 (7-Chloro-8-fluoro-2-phenyl-quinoline). Reaction SMILES: [Cl:1][C:2]1[C:3]([F:9])=[C:4]([CH:6]=[CH:7][CH:8]=1)[NH2:5].[CH:10](=O)/[CH:11]=[CH:12]/[C:13]1[CH:18]=[CH:17][CH:16]=[CH:15][CH:14]=1.Cl.[OH-].[Na+]>C1(C)C=CC=CC=1>[Cl:1][C:2]1[C:3]([F:9])=[C:4]2[C:6]([CH:10]=[CH:11][C:12]([C:13]3[CH:18]=[CH:17][CH:16]=[CH:15][CH:14]=3)=[N:5]2)=[CH:7][CH:8]=1 |f:3.4|. Procedure: To a stirred solution of 3-chloro-2-fluoroaniline (2.9 g, 20 mmol) and trans-cinnamaldehyde (2.64 g, 20 mmol) in toluene (25 ml) was added 6N HCl (100 ml). The resulting suspension was heated at reflux for 40 hours. After cooling, the reaction mixture was poured into 5N NaOH solution (200 ml) and extracted with EtOAc (3×100 ml). The combined organics were washed with brine (2×100 ml), dried (MgSO4), filtered and concentrated. The crude product was dissolved in MeOH and loaded onto an SCX-2 cartr... Reactants: C(C1=CC=CC=C1)N1C[C@H]([C@@H](CC1)N[C@@H](C)C1=CC=CC=C1)CC ((3R,4R)-1-benzyl-3-ethyl-N—((S)-1-phenylethyl)piperidin-4-amine), ClC(=O)OC(C)Cl (1-chloroethyl chloroformate). The solvent is ClCCCl (1,2-dichloroethane). Conditions: time 20 minute. Product: C(C)[C@@H]1CNCC[C@H]1N[C@@H](C)C1=CC=CC=C1 ((3R,4R)-3-ethyl-N—((S)-1-phenylethyl)piperidin-4-amine). The yield is 90.5%. As a reaction SMILES: C([N:8]1[CH2:13][CH2:12][C@@H:11]([NH:14][C@H:15]([C:17]2[CH:22]=[CH:21][CH:20]=[CH:19][CH:18]=2)[CH3:16])[C@H:10]([CH2:23][CH3:24])[CH2:9]1)C1C=CC=CC=1.ClC(OC(Cl)C)=O>ClCCCl>[CH2:23]([C@H:10]1[C@H:11]([NH:14][C@H:15]([C:17]2[CH:18]=[CH:19][CH:20]=[CH:21][CH:22]=2)[CH3:16])[CH2:12][CH2:13][NH:8][CH2:9]1)[CH3:24]. Procedure details: To a solution of (3R,4R)-1-benzyl-3-ethyl-N—((S)-1-phenylethyl)piperidin-4-amine (679.2 mg, 2.106 mmol) in 1,2-dichloroethane (3.50 ml) at 0° C. was added 1-chloroethyl chloroformate (0.276 ml, 2.53 mmol) dropwise. After stirring for 20 minutes, the ice-bath was removed and the reaction was heated to reflux for 1 hr. The reaction was cooled to room temperature and concentrated under reduced pressure. Methanol (10.5 ml) was added, and the reaction was heated to reflux for 2 hrs. After removal of ...